Dataset: the Open Reaction Database (ORD), a public repository of structured organic reaction records. Task: describe an organic reaction: reactants, conditions, products, and yield The reactants are C1C=NC=C2N1C1=C(C=CC=C1C=N2)C(=O)N (pyrazino[1,2-a]quinazoline-10-carboxamide), C1(CC1)N1C2N(C3CCCCC3C1)C(C=1N(C2)C=C(C(C1OCC1=CC=CC=C1)=O)C(=O)NCC1=C(C=C(C=C1)F)F)=O (6-cyclopropyl-N-[(2,4-difluorophenyl)methyl]-11,13-dioxo-12-[(phenylmethyl)oxy]-1,2,3,4,4a,5,6,6a,7,11,13,14a-dodecahydropyrido[1′,2′:4,5]pyrazino[1,2-a]quinazoline-10-carboxamide), C1(CC1)N1C2N(C3CCCCC3C1)C(C=1N(C2)C=C(C(C1OCC1=CC=CC=C1)=O)C(=O)NCC1=C(C=C(C=C1)F)F)=O (racemic-(4aS,6aS,14aS)-6-cyclopropyl-N-[(2,4-difluorophenyl)methyl]-11,13-dioxo-12-[(phenylmethyl)oxy]-1,2,3,4,4a,5,6,6a,7,11,13,14a-dodecahydropyrido[1′,2′:4,5]pyrazino[1,2-a]quinazoline-10-carboxamide), solid, 16a, Cl.C1(CC1)NCC1C(CCCC1)N (racemic-(1S,2S)-2-[(cyclopropylamino)methyl]cyclohexanamine hydrochloride). Product: C1(CC1)N1C2N(C3CCCCC3C1)C(C=1N(C2)C=C(C(C1O)=O)C(=O)NCC1=C(C=C(C=C1)F)F)=O (racemic-(4aS,6aS,14aS)-6-Cyclopropyl-N-[(2,4-difluorophenyl)methyl]-12-hydroxy-11,13-dioxo-1,2,3,4,4a,5,6,6a,7,11,13,14a-dodecahydropyrido[1′,2′:4,5]pyrazino[1,2-a]quinazoline-10-carboxamide). Reaction SMILES: C1N2C3C(C=NC2=CN=C1)=CC=CC=3C(N)=O.Cl.C1(NCC2CCCCC2N)CC1.[CH:31]1([N:34]2[CH2:43][CH:42]3[CH:37]([CH2:38][CH2:39][CH2:40][CH2:41]3)[N:36]3[C:44](=[O:73])[C:45]4[N:46]([CH:48]=[C:49]([C:61]([NH:63][CH2:64][C:65]5[CH:70]=[CH:69][C:68]([F:71])=[CH:67][C:66]=5[F:72])=[O:62])[C:50](=[O:60])[C:51]=4[O:52]CC4C=CC=CC=4)[CH2:47][CH:35]23)[CH2:33][CH2:32]1>>[CH:31]1([N:34]2[CH2:43][CH:42]3[CH:37]([CH2:38][CH2:39][CH2:40][CH2:41]3)[N:36]3[C:44](=[O:73])[C:45]4[N:46]([CH:48]=[C:49]([C:61]([NH:63][CH2:64][C:65]5[CH:70]=[CH:69][C:68]([F:71])=[CH:67][C:66]=5[F:72])=[O:62])[C:50](=[O:60])[C:51]=4[OH:52])[CH2:47][CH:35]23)[CH2:33][CH2:32]1 |f:1.2|. Reported procedure: racemic-(4aS,6aS,14aS)-6-Cyclopropyl-N-[(2,4-difluorophenyl)methyl]-12-hydroxy-11,13-dioxo-1,2,3,4,4a,5,6,6a,7,11,13,14a-dodecahydropyrido[1∝,2′:4,5]pyrazino[1,2-a]quinazoline-10-carboxamide. In a manner similar to that described in example Z-35, from 16a (45 mg, 0.0957 mmol) and racemic-(1S,2S)-2-[(cyclopropylamino)methyl]cyclohexanamine hydrochloride (102 mg, 0.425 mmol) was prepared racemic 4aS,6aS,14aS)-6-cyclopropyl-N-[(2,4-difluorophenyl)methyl]-11,13-dioxo-12-[(phenylmethyl)oxy]-1,2,3,4,4... The reactants are CCC1C=C(C)CC(C)CC(OC)C2OC(O)(C(=O)C(=O)N3CCCCC3C(=O)OC(C(C)=CC3CCC(O[Si](C)(C)C)C(Cl)C3)C(C)CCC1=O)C(C)CC2OC, ClCCl, Cc1ccc(S(=O)(=O)O)cc1. Yields the product CCC1C=C(C)CC(C)CC(OC)C2OC(O)(C(=O)C(=O)N3CCCCC3C(=O)OC(C(C)=CC3CCC(O)C(Cl)C3)C(C)CCC1=O)C(C)CC2OC. Reaction SMILES: [CH2:1]([CH3:2])[CH:3]1[C:4](=[O:58])[CH2:5][CH2:6][CH:7]([CH3:57])[CH:8]([C:42](=[CH:43][CH:44]2[CH2:45][CH:46]([Cl:55])[CH:47]([O:50][Si:51]([CH3:52])([CH3:53])[CH3:54])[CH2:48][CH2:49]2)[CH3:56])[O:9][C:10](=[O:41])[CH:11]2[CH2:12][CH2:13][CH2:14][CH2:15][N:16]2[C:17](=[O:40])[C:18](=[O:39])[C:19]2([OH:38])[CH:20]([CH3:37])[CH2:21][CH:22]([O:35][CH3:36])[CH:23]([CH:24]([O:32][CH3:33])[CH2:25][CH:26]([CH3:31])[CH2:27][C:28]([CH3:30])=[CH:29]1)[O:34]2.[CH2:70]([Cl:71])[Cl:72].[c:59]1([CH3:60])[cH:61][cH:62][c:63]([S:64]([OH:65])(=[O:66])=[O:67])[cH:68][cH:69]1>>[CH2:1]([CH3:2])[CH:3]1[C:4](=[O:58])[CH2:5][CH2:6][CH:7]([CH3:57])[CH:8]([C:42](=[CH:43][CH:44]2[CH2:45][CH:46]([Cl:55])[CH:47]([OH:50])[CH2:48][CH2:49]2)[CH3:56])[O:9][C:10](=[O:41])[CH:11]2[CH2:12][CH2:13][CH2:14][CH2:15][N:16]2[C:17](=[O:40])[C:18](=[O:39])[C:19]2([OH:38])[CH:20]([CH3:37])[CH2:21][CH:22]([O:35][CH3:36])[CH:23]([CH:24]([O:32][CH3:33])[CH2:25][CH:26]([CH3:31])[CH2:27][C:28]([CH3:30])=[CH:29]1)[O:34]2. The reactants are ClC=1C(=CC(=NC1)N(S(=O)(=O)C(F)(F)F)S(=O)(=O)C(F)(F)F)C(C1=C(C=CC(=C1)F)F)S(=O)(=O)C1=CC=C(C=C1)Cl (N-[5-chloro-4-[(4-chlorophenylsulfonyl)(2,5-difluorophenyl)methyl]pyridin-2-yl]-N-(trifluoromethylsulfonyl)trifluoromethanesulfonamide), O.[OH-].[Li+] (lithium hydroxide monohydrate), [Cl-].[NH4+] (ammonium chloride), FC(C(=O)O)(F)F (trifluoroacetic acid). Solvent: O1CCCC1 (tetrahydrofuran), O (water), CCCCCC (hexane), CCOCC (ether), C(C)(=O)OCC (ethyl acetate). Conditions: time 5 hour. Product: ClC=1C(=CC(=NC1)NS(=O)(=O)C(F)(F)F)C(C1=C(C=CC(=C1)F)F)S(=O)(=O)C1=CC=C(C=C1)Cl (N-[5-Chloro-4-[(4-chlorophenylsulfonyl)(2,5-difluorophenyl)methyl]pyridin-2-yl]trifluoromethanesulfonamide). The yield is 62.2%. RXN SMILES: [Cl:1][C:2]1[C:3]([CH:23]([S:32]([C:35]2[CH:40]=[CH:39][C:38]([Cl:41])=[CH:37][CH:36]=2)(=[O:34])=[O:33])[C:24]2[CH:29]=[C:28]([F:30])[CH:27]=[CH:26][C:25]=2[F:31])=[CH:4][C:5]([N:8](S(C(F)(F)F)(=O)=O)[S:9]([C:12]([F:15])([F:14])[F:13])(=[O:11])=[O:10])=[N:6][CH:7]=1.O.[OH-].[Li+].[Cl-].[NH4+].FC(F)(F)C(O)=O>O1CCCC1.O.CCOCC.C(OCC)(=O)C.CCCCCC>[Cl:1][C:2]1[C:3]([CH:23]([S:32]([C:35]2[CH:40]=[CH:39][C:38]([Cl:41])=[CH:37][CH:36]=2)(=[O:33])=[O:34])[C:24]2[CH:29]=[C:28]([F:30])[CH:27]=[CH:26][C:25]=2[F:31])=[CH:4][C:5]([NH:8][S:9]([C:12]([F:13])([F:14])[F:15])(=[O:11])=[O:10])=[N:6][CH:7]=1 |f:1.2.3,4.5|. Procedure: To a solution of N-[5-chloro-4-[(4-chlorophenylsulfonyl)(2,5-difluorophenyl)methyl]pyridin-2-yl]-N-(trifluoromethylsulfonyl)trifluoromethanesulfonamide (77 mg, 0.111 mmol) in a mixture of tetrahydrofuran (5 ml) and water (1 ml) was added lithium hydroxide monohydrate (5.0 mg, 0.111 mmol). The resulting mixture was stirred at room temperature for 5 hours. To the reaction mixture was added a saturated aqueous solution of ammonium chloride, followed by extraction with ethyl acetate. The organic lay... Starting materials: C, CO, CN1CCN(C(=O)Nc2cc(Oc3ccc([N+](=O)[O-])cc3F)ccn2)CC1, [Pd]. Yields the product CN1CCN(C(=O)Nc2cc(Oc3ccc(N)cc3F)ccn2)CC1. Reaction SMILES: [C:30].[CH3:28][OH:29].[F:1][c:2]1[c:3]([O:4][c:5]2[cH:6][c:7]([NH:11][C:12](=[O:13])[N:14]3[CH2:15][CH2:16][N:17]([CH3:20])[CH2:18][CH2:19]3)[n:8][cH:9][cH:10]2)[cH:21][cH:22][c:23]([N+:25]([O-:26])=[O:27])[cH:24]1.[Pd:31]>>[F:1][c:2]1[c:3]([O:4][c:5]2[cH:6][c:7]([NH:11][C:12](=[O:13])[N:14]3[CH2:15][CH2:16][N:17]([CH3:20])[CH2:18][CH2:19]3)[n:8][cH:9][cH:10]2)[cH:21][cH:22][c:23]([NH2:25])[cH:24]1.